Dataset: the Open Reaction Database (ORD), a public repository of structured organic reaction records. Task: describe an organic reaction: reactants, conditions, products, and yield RXN SMILES: Br[C:2]1[C:11]2[C:6](=[CH:7][CH:8]=[CH:9][CH:10]=2)[N:5]=[CH:4][CH:3]=1.[C:12]([O:16][C:17]([N:19]1[CH2:24][CH2:23][CH:22]([NH2:25])[CH2:21][CH2:20]1)=[O:18])([CH3:15])([CH3:14])[CH3:13].O(C(C)(C)C)[K].C1(P(C2CCCCC2)C2C=CC=CC=2C2C(C(C)C)=CC(C(C)C)=CC=2C(C)C)CCCCC1>C1(C)C=CC=CC=1.[Pd].[Pd].C(=CC(C=CC1C=CC=CC=1)=O)C1C=CC=CC=1.C(=CC(C=CC1C=CC=CC=1)=O)C1C=CC=CC=1.C(=CC(C=CC1C=CC=CC=1)=O)C1C=CC=CC=1>[C:12]([O:16][C:17]([N:19]1[CH2:24][CH2:23][CH:22]([NH:25][C:2]2[C:11]3[C:6](=[CH:7][CH:8]=[CH:9][CH:10]=3)[N:5]=[CH:4][CH:3]=2)[CH2:21][CH2:20]1)=[O:18])([CH3:15])([CH3:13])[CH3:14] |f:5.6.7.8.9|. Procedure: To a degassed solution of 4-bromo-quinoline (4.00 g, 19.23 mmol, 1.0 equiv; commercially available) and 4-amino-piperidine-1-carboxylic acid tert-butyl ester (4.62 g, 23.08 mmol, 1.2 equiv; commercially available) in toluene (40 mL) was added KOtert-Bu (5.40 g, 48.07 mmol, 2.5 equiv), dicyclohexyl-(2′,4′,6′-triisopropyl-biphenyl-2-yl)-phosphane (0.18 g, 0.39 mmol, 0.02 equiv; X-Phos ligand [CAS RN 564483-18-7]; commercially available from Strem Chemicals, USA) and tris(dibenzylideneacetone) dipa... Conditions: temperature 100 celsius, time 16 hour. Yield: 54.0%. Starting materials: BrC1=CC=NC2=CC=CC=C12 (4-bromo-quinoline), CC(C)C1=CC(=C(C(=C1)C(C)C)C2=C(C=CC=C2)P(C3CCCCC3)C4CCCCC4)C(C)C (X-Phos), C(C)(C)(C)OC(=O)N1CCC(CC1)N (4-amino-piperidine-1-carboxylic acid tert-butyl ester), O([K])C(C)(C)C (KOtert-Bu), C1(CCCCC1)P(C1=C(C=CC=C1)C1=C(C=C(C=C1C(C)C)C(C)C)C(C)C)C1CCCCC1 (dicyclohexyl-(2′,4′,6′-triisopropyl-biphenyl-2-yl)-phosphane). Run in C1(=CC=CC=C1)C (toluene). The reagents and catalysts are [Pd].[Pd].C(C1=CC=CC=C1)=CC(=O)C=CC1=CC=CC=C1.C(C1=CC=CC=C1)=CC(=O)C=CC1=CC=CC=C1.C(C1=CC=CC=C1)=CC(=O)C=CC1=CC=CC=C1 (tris(dibenzylideneacetone) dipalladium(0)). Yields the product C(C)(C)(C)OC(=O)N1CCC(CC1)NC1=CC=NC2=CC=CC=C12 (4-(Quinolin-4-ylamino)-piperidine-1-carboxylic acid tert-butyl ester).